Task: describe an organic reaction: reactants, conditions, products, and yield. Dataset: the Open Reaction Database (ORD), a public repository of structured organic reaction records Product: C=CCN1CCN(c2ccc(N)nc2)CC1. As a reaction SMILES: [CH2:1]([CH:2]=[CH2:3])[N:4]1[CH2:5][CH2:6][N:7]([c:10]2[cH:11][n:12][c:13]([N+:16]([O-:17])=[O:18])[cH:14][cH:15]2)[CH2:8][CH2:9]1.[CH3:24][OH:25].[OH2:19].[OH2:20].[Sn:21]([Cl:22])[Cl:23]>>[CH2:1]([CH:2]=[CH2:3])[N:4]1[CH2:5][CH2:6][N:7]([c:10]2[cH:11][n:12][c:13]([NH2:16])[cH:14][cH:15]2)[CH2:8][CH2:9]1. Reactants: C=CCN1CCN(c2ccc([N+](=O)[O-])nc2)CC1, CO, O, O, Cl[Sn]Cl. The reactants are CCC(CC)(c1ccc(CCC(O)(C(F)(F)F)C(F)(F)F)c(C)c1)c1ccc(B2OC(C)(C)C(C)(C)O2)c(C)c1, CCOC(=O)Cc1ccc(Cl)nc1, CN(C)C=O, [K+], [K+], [K+], O=P([O-])([O-])[O-], c1ccc(P(c2ccccc2)(c2ccccc2)[Pd](P(c2ccccc2)(c2ccccc2)c2ccccc2)(P(c2ccccc2)(c2ccccc2)c2ccccc2)P(c2ccccc2)(c2ccccc2)c2ccccc2)cc1. The product is CCOC(=O)Cc1ccc(-c2ccc(C(CC)(CC)c3ccc(CCC(O)(C(F)(F)F)C(F)(F)F)c(C)c3)cc2C)nc1. As a reaction SMILES: [CH2:1]([CH3:2])[C:3]([CH2:4][CH3:5])([c:6]1[cH:7][c:8]([CH3:21])[c:9]([B:12]2[O:13][C:14]([CH3:15])([CH3:16])[C:17]([CH3:18])([CH3:19])[O:20]2)[cH:10][cH:11]1)[c:22]1[cH:23][c:24]([CH3:40])[c:25]([CH2:28][CH2:29][C:30]([C:31]([F:32])([F:33])[F:34])([OH:35])[C:36]([F:37])([F:38])[F:39])[cH:26][cH:27]1.[CH2:41]([CH3:42])[O:43][C:44]([CH2:45][c:46]1[cH:47][n:48][c:49]([Cl:52])[cH:50][cH:51]1)=[O:53].[CH3:139][N:140]([CH3:141])[CH:142]=[O:143].[K+:59].[K+:60].[K+:61].[P:54]([O-:55])([O-:56])([O-:57])=[O:58].[cH:62]1[cH:63][cH:64][c:65]([P:66]([Pd:67]([P:68]([c:69]2[cH:70][cH:71][cH:72][cH:73][cH:74]2)([c:75]2[cH:76][cH:77][cH:78][cH:79][cH:80]2)[c:81]2[cH:82][cH:83][cH:84][cH:85][cH:86]2)([P:87]([c:88]2[cH:89][cH:90][cH:91][cH:92][cH:93]2)([c:94]2[cH:95][cH:96][cH:97][cH:98][cH:99]2)[c:100]2[cH:101][cH:102][cH:103][cH:104][cH:105]2)[P:106]([c:107]2[cH:108][cH:109][cH:110][cH:111][cH:112]2)([c:113]2[cH:114][cH:115][cH:116][cH:117][cH:118]2)[c:119]2[cH:120][cH:121][cH:122][cH:123][cH:124]2)([c:125]2[cH:126][cH:127][cH:128][cH:129][cH:130]2)[c:131]2[cH:132][cH:133][cH:134][cH:135][cH:136]2)[cH:137][cH:138]1>>[CH2:1]([CH3:2])[C:3]([CH2:4][CH3:5])([c:6]1[cH:7][c:8]([CH3:21])[c:9](-[c:49]2[n:48][cH:47][c:46]([CH2:45][C:44]([O:43][CH2:41][CH3:42])=[O:53])[cH:51][cH:50]2)[cH:10][cH:11]1)[c:22]1[cH:23][c:24]([CH3:40])[c:25]([CH2:28][CH2:29][C:30]([C:31]([F:32])([F:33])[F:34])([OH:35])[C:36]([F:37])([F:38])[F:39])[cH:26][cH:27]1. Reactants: CCN(C(C)C)C(C)C, Clc1ccc(N2CCNCC2)cc1, O=CCCc1cc(-c2ccc(F)cc2)n(-c2ccccc2)n1. The product is Fc1ccc(-c2cc(CCCN3CCN(c4ccc(Cl)cc4)CC3)nn2-c2ccccc2)cc1. As a reaction SMILES: [CH:36]([N:37]([CH2:38][CH3:39])[CH:40]([CH3:41])[CH3:42])([CH3:43])[CH3:44].[Cl:23][c:24]1[cH:25][cH:26][c:27]([N:30]2[CH2:31][CH2:32][NH:33][CH2:34][CH2:35]2)[cH:28][cH:29]1.[F:1][c:2]1[cH:3][cH:4][c:5](-[c:8]2[cH:9][c:10]([CH2:19][CH2:20][CH:21]=[O:22])[n:11][n:12]2-[c:13]2[cH:14][cH:15][cH:16][cH:17][cH:18]2)[cH:6][cH:7]1>>[F:1][c:2]1[cH:3][cH:4][c:5](-[c:8]2[cH:9][c:10]([CH2:19][CH2:20][CH2:21][N:33]3[CH2:32][CH2:31][N:30]([c:27]4[cH:26][cH:25][c:24]([Cl:23])[cH:29][cH:28]4)[CH2:35][CH2:34]3)[n:11][n:12]2-[c:13]2[cH:14][cH:15][cH:16][cH:17][cH:18]2)[cH:6][cH:7]1. Starting materials: CO, [H][H], C1CCOC1, O=C(CN1CCc2c([nH]c3ccccc23)C1c1ccccc1)OCc1ccccc1. Yields the product O=C(O)CN1CCc2c([nH]c3ccccc23)C1c1ccccc1. RXN SMILES: [CH3:38][OH:39].[H:1][H:2].[O:33]1[CH2:34][CH2:35][CH2:36][CH2:37]1.[c:3]1([CH:9]2[N:10]([CH2:22][C:23](=[O:24])[O:25][CH2:26][c:27]3[cH:28][cH:29][cH:30][cH:31][cH:32]3)[CH2:11][CH2:12][c:13]3[c:14]4[cH:15][cH:16][cH:17][cH:18][c:19]4[nH:20][c:21]32)[cH:4][cH:5][cH:6][cH:7][cH:8]1>>[c:3]1([CH:9]2[N:10]([CH2:22][C:23](=[O:24])[OH:25])[CH2:11][CH2:12][c:13]3[c:14]4[cH:15][cH:16][cH:17][cH:18][c:19]4[nH:20][c:21]32)[cH:4][cH:5][cH:6][cH:7][cH:8]1. Reactants: CC(C)O, Cc1ccc2ncnc(Cl)c2c1, Cl, Cc1c(N)cccc1-c1ccc(C(N)=O)c2[nH]c3cc(N4CCCC4=O)ccc3c12. Yields the product Cc1ccc2ncnc(Nc3cccc(-c4ccc(C(N)=O)c5[nH]c6cc(N7CCCC7=O)ccc6c45)c3C)c2c1. Reaction SMILES: [CH:44]([OH:45])([CH3:46])[CH3:47].[Cl:1][c:2]1[n:3][cH:4][n:5][c:6]2[cH:7][cH:8][c:9]([CH3:12])[cH:10][c:11]12.[ClH:43].[NH2:13][c:14]1[c:15]([CH3:42])[c:16](-[c:20]2[cH:21][cH:22][c:23]([C:39](=[O:40])[NH2:41])[c:24]3[nH:25][c:26]4[cH:27][c:28]([N:33]5[C:34](=[O:38])[CH2:35][CH2:36][CH2:37]5)[cH:29][cH:30][c:31]4[c:32]23)[cH:17][cH:18][cH:19]1>>[c:2]1([NH:13][c:14]2[c:15]([CH3:42])[c:16](-[c:20]3[cH:21][cH:22][c:23]([C:39](=[O:40])[NH2:41])[c:24]4[nH:25][c:26]5[cH:27][c:28]([N:33]6[C:34](=[O:38])[CH2:35][CH2:36][CH2:37]6)[cH:29][cH:30][c:31]5[c:32]34)[cH:17][cH:18][cH:19]2)[n:3][cH:4][n:5][c:6]2[cH:7][cH:8][c:9]([CH3:12])[cH:10][c:11]12. The product is CCCC(=O)N1CCC2(CC1)OCCO2. Reaction SMILES: [C:1]([CH2:2][CH2:3][CH3:4])(=[O:5])[Cl:6].[CH2:7]1[CH2:8][O:9][C:10]2([CH2:11][CH2:12][NH:13][CH2:14][CH2:15]2)[O:16]1.[Cl:23][CH2:24][Cl:25].[cH:17]1[cH:18][cH:19][n:20][cH:21][cH:22]1>>[C:1]([CH2:2][CH2:3][CH3:4])(=[O:5])[N:13]1[CH2:12][CH2:11][C:10]2([O:9][CH2:8][CH2:7][O:16]2)[CH2:15][CH2:14]1. Starting materials: CCCC(=O)Cl, C1CC2(CCN1)OCCO2, ClCCl, c1ccncc1.